This data is from the Open Reaction Database (ORD), a public repository of structured organic reaction records. The task is: describe an organic reaction: reactants, conditions, products, and yield Reactants: N (ammonia), [N+](=O)([O-])C=1C=CC(=NC1)CCCCC(C(=O)OCC)(C)C (Ethyl 6-(5-nitropyridin-2-yl)-2,2-dimethylhexanoate), [N+](=O)([O-])C=1C=CC(=NC1)CCCCC(C(=O)O)(C)C (6-(5-nitropyridin-2-yl)-2,2-dimethylhexanoic acid), [Cl-].[Na+] (sodium chloride), C(=O)(N1C=NC=C1)N1C=NC=C1 (carbonyldiimidazole). Run in O1CCCC1 (tetrahydrofuran). Product: [N+](=O)([O-])C=1C=CC(=NC1)CCCCC(C(=O)N)(C)C (6-(5-Nitropyridin-2-yl)-2,2-dimethylhexanamide). As a reaction SMILES: [N+:1]([C:4]1[CH:5]=[CH:6][C:7]([CH2:10][CH2:11][CH2:12][CH2:13][C:14]([CH3:21])([CH3:20])[C:15](OCC)=[O:16])=[N:8][CH:9]=1)([O-:3])=[O:2].[N+:22](C1C=CC(CCCCC(C)(C)C(O)=O)=NC=1)([O-])=O.C(N1C=CN=C1)(N1C=CN=C1)=O.N.[Cl-].[Na+]>O1CCCC1>[N+:1]([C:4]1[CH:5]=[CH:6][C:7]([CH2:10][CH2:11][CH2:12][CH2:13][C:14]([CH3:21])([CH3:20])[C:15]([NH2:22])=[O:16])=[N:8][CH:9]=1)([O-:3])=[O:2] |f:4.5|. Procedure details: Ethyl 6-(5-nitropyridin-2-yl)-2,2-dimethylhexanoate was treated in the same manner as the one of Example 18 and 661 mg of 6-(5-nitropyridin-2-yl)-2,2-dimethylhexanoic acid thus obtained was dissolved in 15 ml of tetrahydrofuran. After adding 695 mg of carbonyldiimidazole, the resulting mixture was heated under reflux for 2 hours. Then the reaction mixture was cooled to room temperature and 25 ml of saturated aqueous ammonia was added thereto followed by stirring over day and night. After the com... The reactants are ClCCl, Nc1nccs1, CCOOC(=O)C(=O)C(C(=O)OC(C)C)=C1SCS1. The product is CC(C)OC(=O)C(C(=O)Nc1nccs1)=C1SCS1. Reaction SMILES: [CH2:26]([Cl:27])[Cl:28].[NH2:20][c:21]1[s:22][cH:23][cH:24][n:25]1.[S:1]1[C:2](=[C:5]([C:6](=[O:7])[O:8][CH:9]([CH3:10])[CH3:11])[C:12](=[O:13])[C:14]([O:15][O:16][CH2:17][CH3:18])=[O:19])[S:3][CH2:4]1>>[S:1]1[C:2](=[C:5]([C:6](=[O:7])[O:8][CH:9]([CH3:10])[CH3:11])[C:12](=[O:13])[NH:20][c:21]2[s:22][cH:23][cH:24][n:25]2)[S:3][CH2:4]1. The reactants are [N+](=O)([O-])C=1C(=NC=CC1)O (3-nitro-2-hydroxypyridine), ice, BrCC(=O)OC(C)(C)C (t-Butyl bromoacetate). The solvent is C(C)(=O)OCC (ethyl acetate). Reaction conditions: temperature 0 celsius, time 10 minute. The product is [N+](=O)([O-])C=1C(N(C=CC1)CC(=O)OC(C)(C)C)=O (t-Butyl (3-Nitro-2-oxo-1,2-dihydropyridyl)acetate). The yield is 74.0%. Reaction SMILES: [N+:1]([C:4]1[C:5]([OH:10])=[N:6][CH:7]=[CH:8][CH:9]=1)([O-:3])=[O:2].Br[CH2:12][C:13]([O:15][C:16]([CH3:19])([CH3:18])[CH3:17])=[O:14]>C(OCC)(=O)C>[N+:1]([C:4]1[C:5](=[O:10])[N:6]([CH2:12][C:13]([O:15][C:16]([CH3:19])([CH3:18])[CH3:17])=[O:14])[CH:7]=[CH:8][CH:9]=1)([O-:3])=[O:2]. Procedure: Sodium hydride (1.57 g of a 60% dispersion in mineral oil, 0.039 mole) was washed with hexanes three times (10 mL each) and suspended in dimethylformamide (25 mL). The stirred suspension was cooled in an ice bath, then 3-nitro-2-hydroxypyridine (5.00 g, 0.036 mole) was added in small portions over a 25-minute period. After the addition was complete, the reaction was stirred at 0° C. for 10 minutes, then room temperature for 30 minutes. The reaction mixture was recooled in an ice bath, t-Butyl br... The reactants are FC1=C(C=O)C=C(C=C1)F (2,5-difluorobenzaldehyde), NC1=NNC=C1 (3-aminopyrazole), O=C(CC(=O)OCC)CCC (ethyl 3-ketohexanoate). The product is FC1=C(C=C(C=C1)F)C1C=2C(NC(=C1C(=O)OCC)CCC)=NNC2 (Ethyl 4-(2,5-difluorophenyl)-4,7-dihydro-6-propyl-2H-pyrazolo[3,4-b]pyridine-5-carboxylate). RXN SMILES: [F:1][C:2]1[CH:9]=[CH:8][C:7]([F:10])=[CH:6][C:3]=1[CH:4]=O.[NH2:11][C:12]1[CH:16]=[CH:15][NH:14][N:13]=1.O=[C:18]([CH2:25][CH2:26][CH3:27])[CH2:19][C:20]([O:22][CH2:23][CH3:24])=[O:21]>>[F:1][C:2]1[CH:9]=[CH:8][C:7]([F:10])=[CH:6][C:3]=1[CH:4]1[C:19]([C:20]([O:22][CH2:23][CH3:24])=[O:21])=[C:18]([CH2:25][CH2:26][CH3:27])[NH:11][C:12]2=[N:13][NH:14][CH:15]=[C:16]12. Procedure details: The title compound was prepared from 2,5-difluorobenzaldehyde, 3-aminopyrazole and ethyl 3-ketohexanoate in the same manner as in Example 25. The reactants are O=C1N(CCCC1(C1=CC=CC=C1)C1=CC=CC=C1)CC(=O)O (2-(2-oxo-3,3-diphenylpiperidin-1-yl)acetic acid), C1(=CC=CC=C1)C1(CNCC1)C1=CC=CC=C1 (3,3-diphenylpyrrolidine), FC1=CC=C(C=C1)C1(C(N(CCC1)CC(=O)O)=O)C1=CC=C(C=C1)F (2-(3,3-bis(4-fluorophenyl)-2-oxopiperidin-1-yl)acetic acid), FC1=CC=C(C=C1)C1(CNCC1)C1=CC=C(C=C1)F (3,3-bis(4-fluorophenyl)pyrrolidine). Yields the product FC1=CC=C(C=C1)C1(CN(CC1)C(CN1C(C(CCC1)(C1=CC=CC=C1)C1=CC=CC=C1)=O)=O)C1=CC=C(C=C1)F (1-{2-[3,3-bis(4-fluorophenyl)pyrrolidin-1-yl]-2-oxoethyl}-3,3-diphenylpiperidin-2-one). Reaction SMILES: [O:1]=[C:2]1[C:7]([C:14]2[CH:19]=[CH:18][CH:17]=[CH:16][CH:15]=2)([C:8]2[CH:13]=[CH:12][CH:11]=[CH:10][CH:9]=2)[CH2:6][CH2:5][CH2:4][N:3]1[CH2:20][C:21](O)=[O:22].FC1C=CC(C2(C3C=CC(F)=CC=3)CCCN(CC(O)=O)C2=O)=CC=1.[F:49][C:50]1[CH:55]=[CH:54][C:53]([C:56]2([C:61]3[CH:66]=[CH:65][C:64]([F:67])=[CH:63][CH:62]=3)[CH2:60][CH2:59][NH:58][CH2:57]2)=[CH:52][CH:51]=1.C1(C2(C3C=CC=CC=3)CCNC2)C=CC=CC=1>>[F:49][C:50]1[CH:55]=[CH:54][C:53]([C:56]2([C:61]3[CH:66]=[CH:65][C:64]([F:67])=[CH:63][CH:62]=3)[CH2:60][CH2:59][N:58]([C:21](=[O:22])[CH2:20][N:3]3[CH2:4][CH2:5][CH2:6][C:7]([C:14]4[CH:19]=[CH:18][CH:17]=[CH:16][CH:15]=4)([C:8]4[CH:13]=[CH:12][CH:11]=[CH:10][CH:9]=4)[C:2]3=[O:1])[CH2:57]2)=[CH:52][CH:51]=1. Procedure details: The title compound was prepared using the procedure described in Example 172 substituting 2-(2-oxo-3,3-diphenylpiperidin-1-yl)acetic acid from Example 68E for 2-(3,3-bis(4-fluorophenyl)-2-oxopiperidin-1-yl)acetic acid and 3,3-bis(4-fluorophenyl)pyrrolidine from Example 203A for 3,3-diphenylpyrrolidine. 1H NMR (300 MHz, CDCl3) δ ppm 7.30 (d, J=4.4, 8H), 7.25-7.21 (m, 2H), 7.17-7.10 (m, 4H), 6.98-6.88 (m, 4H), 4.14-4.07 (m, 4H), 3.67-3.45 (m, 4H), 2.70-2.60 (m, 2H), 2.55 (t, J=6.7, 1H), 2.45 (t, J... Reactants: COC1=CC=C(C=C1)CN1C2=C(N(C(C3=C1N=CC=C3)=O)C)C=CC=N2 (5,11-dihydro-11-[(4-methoxyphenyl)methyl]-5-methyl-6H-dipyrido [3,2-b:2',3'-e][1,4]-diazepin-6-one). Solvent: FC(C(=O)O)(F)F (trifluoroacetic acid). Conditions: time 1 hour. Product: CN1C2=C(NC3=C(C1=O)C=CC=N3)N=CC=C2 (5,11-dihydro-5-methyl-6H-dipyrido[3,2-b:2',3'-e][1,4]diazepin-6-one). Isolated yield 98.7%. Reaction SMILES: COC1C=CC(C[N:10]2[C:16]3[N:17]=[CH:18][CH:19]=[CH:20][C:15]=3[C:14](=[O:21])[N:13]([CH3:22])[C:12]3[CH:23]=[CH:24][CH:25]=[N:26][C:11]2=3)=CC=1>FC(F)(F)C(O)=O>[CH3:22][N:13]1[C:14](=[O:21])[C:15]2[CH:20]=[CH:19][CH:18]=[N:17][C:16]=2[NH:10][C:11]2[N:26]=[CH:25][CH:24]=[CH:23][C:12]1=2. Reported procedure: 50 ml of trifluoroacetic acid was added to 10.3 g (0.030 mol) of 5,11-dihydro-11-[(4-methoxyphenyl)methyl]-5-methyl-6H-dipyrido [3,2-b:2',3'-e][1,4]-diazepin-6-one, and the mixture was stirred for one hour at room temperature. The acid was removed in vacuo and the residue was stirred for one hour with 0.5% ammonia. The solid was filtered and dried to give 6.70 g (98% of theory) of pure 5,11-dihydro-5-methyl-6H-dipyrido[3,2-b:2',3'-e][1,4]diazepin-6-one, m.p. 230°-232° C. Starting materials: CC[Zn]CC, C=CCc1cccc(C(=O)OC)c1, CC(Cl)Cl, ClCI. Product: COC(=O)c1cccc(CC2CC2)c1. Reaction SMILES: [CH2:17]([Zn:18][CH2:19][CH3:20])[CH3:21].[CH2:1]([CH:2]=[CH2:3])[c:4]1[cH:5][c:6]([C:7](=[O:8])[O:9][CH3:10])[cH:11][cH:12][cH:13]1.[Cl:22][CH:23]([Cl:24])[CH3:25].[I:14][CH2:15][Cl:16]>>[CH2:1]([CH:2]1[CH2:3][CH2:15]1)[c:4]1[cH:5][c:6]([C:7](=[O:8])[O:9][CH3:10])[cH:11][cH:12][cH:13]1. Reaction SMILES: C([O:8][C:9]1[CH:10]=[C:11]([CH:23]=[CH:24][CH:25]=1)[O:12][C@@H:13]([CH2:21][CH3:22])[CH2:14][C@H:15]1[CH2:19][O:18][C:17]([NH2:20])=[N:16]1)C1C=CC=CC=1>CO.[Pd]>[NH2:20][C:17]1[O:18][CH2:19][C@H:15]([CH2:14][C@@H:13]([O:12][C:11]2[CH:10]=[C:9]([OH:8])[CH:25]=[CH:24][CH:23]=2)[CH2:21][CH3:22])[N:16]=1. The reagents and catalysts are [Pd] (palladium on charcoal). The solvent is CO (methanol). Run at time 1 hour. The reactants are C(C1=CC=CC=C1)OC=1C=C(O[C@H](C[C@@H]2N=C(OC2)N)CC)C=CC1 ((S)-4-[(S)-2-(3-benzyloxy-phenoxy)-butyl]-4,5-dihydro-oxazol-2-ylamine). Reported procedure: To a solution of (S)-4-[(S)-2-(3-benzyloxy-phenoxy)-butyl]-4,5-dihydro-oxazol-2-ylamine (60 mg) in methanol (3 ml) at room temperature was added 10% palladium on charcoal (19 mg). The mixture was stirred under an atmosphere of hydrogen (1 atm) at room temperature for 1 h. The catalyst was removed by filtration through decalite, washing with methanol and with dichloromethane, and the filtrate was concentrated in vacuo to yield 3-[(S)-1-((S)-2-amino-4,5-dihydro-oxazol-4-ylmethyl)-propoxy]-phenol a... Product: NC=1OC[C@@H](N1)C[C@H](CC)OC=1C=C(C=CC1)O (3-[(S)-1-((S)-2-amino-4,5-dihydro-oxazol-4-ylmethyl)-propoxy]-phenol). Starting materials: ( 7 ), BrC[C@H]([C@H](CC1=CC(=CC(=C1)Cl)Cl)NC(OCC1=CC=CC=C1)=O)O (benzyl (2S,3S)-4-bromo-1-(3,5-dichlorophenyl)-3-hydroxybutan-2-ylcarbamate), C(=O)([O-])[O-].[K+].[K+] (K2CO3). The solvent is CO (MeOH). Reaction conditions: time 8 hour. Yields the product ClC=1C=C(C=C(C1)Cl)C[C@@H]([C@@H]1OC1)NC(OCC1=CC=CC=C1)=O (benzyl (S)-2-(3,5-dichlorophenyl)-1-((S)-oxiran-2-yl)ethylcarbamate). The yield is 96.2%. RXN SMILES: Br[CH2:2][C@@H:3]([OH:25])[C@@H:4]([NH:14][C:15](=[O:24])[O:16][CH2:17][C:18]1[CH:23]=[CH:22][CH:21]=[CH:20][CH:19]=1)[CH2:5][C:6]1[CH:11]=[C:10]([Cl:12])[CH:9]=[C:8]([Cl:13])[CH:7]=1.C([O-])([O-])=O.[K+].[K+]>CO>[Cl:13][C:8]1[CH:7]=[C:6]([CH2:5][C@H:4]([NH:14][C:15](=[O:24])[O:16][CH2:17][C:18]2[CH:23]=[CH:22][CH:21]=[CH:20][CH:19]=2)[C@H:3]2[CH2:2][O:25]2)[CH:11]=[C:10]([Cl:12])[CH:9]=1 |f:1.2.3|. Procedure details: Step BF (7): To a suspension of benzyl (2S,3S)-4-bromo-1-(3,5-dichlorophenyl)-3-hydroxybutan-2-ylcarbamate (100 mg, 224 umol) in MeOH (2.4 mL) was added K2CO3 (12 mg). The reaction was stirred vigorously overnight. Solvents were removed in vacuo, and the residue partitioned between EtOAc and water three times. The combined organic layers were dried over MgSO4 and concentrated in vacuo to afford the solid benzyl (S)-2-(3,5-dichlorophenyl)-1-((S)-oxiran-2-yl)ethylcarbamate (78.9 mg, 97% yield). 1H... The reactants are OC[C@H](CC(C)C)NC(=O)C1=NC(=C(N=C1)N1CCCC1)OCCC (6-Propoxy-5-pyrrolidin-1-yl-pyrazine-2-carboxylic acid ((S)-1-hydroxymethyl-3-methyl-butyl)-amide), title compounds, C1(CCCCC1)NC=1N=CC(=NC1OCC(F)(F)F)C(=O)O (5-cyclohexylamino-6-(2,2,2-trifluoro-ethoxy)-pyrazine-2-carboxylic acid), COC(C(CC)(CC)N)=O (2-amino-2-ethyl-butyric acid methyl ester). Product: COC(C(CC)(CC)NC(=O)C1=NC(=C(N=C1)NC1CCCCC1)OCC(F)(F)F)=O (2-{[5-Cyclohexylamino-6-(2,2,2-trifluoro-ethoxy)-pyrazine-2-carbonyl]-amino}-2-ethyl-butyric acid methyl ester). RXN SMILES: OC[C@@H](NC(C1C=NC(N2CCCC2)=C(OCCC)N=1)=O)CC(C)C.[CH:26]1([NH:32][C:33]2[N:34]=[CH:35][C:36]([C:45](O)=[O:46])=[N:37][C:38]=2[O:39][CH2:40][C:41]([F:44])([F:43])[F:42])[CH2:31][CH2:30][CH2:29][CH2:28][CH2:27]1.[CH3:48][O:49][C:50](=[O:57])[C:51]([NH2:56])([CH2:54][CH3:55])[CH2:52][CH3:53]>>[CH3:48][O:49][C:50](=[O:57])[C:51]([NH:56][C:45]([C:36]1[CH:35]=[N:34][C:33]([NH:32][CH:26]2[CH2:31][CH2:30][CH2:29][CH2:28][CH2:27]2)=[C:38]([O:39][CH2:40][C:41]([F:43])([F:44])[F:42])[N:37]=1)=[O:46])([CH2:54][CH3:55])[CH2:52][CH3:53]. Reported procedure: In analogy to the procedure described for the synthesis of 6-propoxy-5-pyrrolidin-1-yl-pyrazine-2-carboxylic acid ((S)-1-hydroxymethyl-3-methyl-butyl)-amide (example 10, step d) the title compounds was prepared from 5-cyclohexylamino-6-(2,2,2-trifluoro-ethoxy)-pyrazine-2-carboxylic acid and 2-amino-2-ethyl-butyric acid methyl ester (European Journal of Medicinal Chemistry 1984, 19, 261). m/z (ES+): 447.5 (M+H).